describe an organic reaction: reactants, conditions, products, and yield From a dataset of the Open Reaction Database (ORD), a public repository of structured organic reaction records. RXN SMILES: [OH:1][CH:2]([CH2:42][N:43]1[C:47](=[O:48])[C:46]2([CH2:53][C:52]([CH3:55])([CH3:54])[N:51]([CH3:56])[C:50]([CH3:58])([CH3:57])[CH2:49]2)[NH:45][C:44]1=[O:59])[CH2:3][O:4][C:5]1[CH:10]=[CH:9][C:8]([C:11]([C:14]2[CH:19]=[CH:18][C:17]([O:20][CH2:21][CH:22]([OH:41])[CH2:23][N:24]3[C:28](=[O:29])[C:27]4([CH2:34][C:33]([CH3:36])([CH3:35])[N:32]([CH3:37])[C:31]([CH3:39])([CH3:38])[CH2:30]4)[NH:26][C:25]3=[O:40])=[CH:16][CH:15]=2)([CH3:13])[CH3:12])=[CH:7][CH:6]=1>C(OC(=O)C)(=O)C>[C:2]([O:41][CH:22]([CH2:23][N:24]1[C:28](=[O:29])[C:27]2([CH2:34][C:33]([CH3:35])([CH3:36])[N:32]([CH3:37])[C:31]([CH3:38])([CH3:39])[CH2:30]2)[NH:26][C:25]1=[O:40])[CH2:21][O:20][C:17]1[CH:18]=[CH:19][C:14]([C:11]([C:8]2[CH:7]=[CH:6][C:5]([O:4][CH2:3][CH:2]([O:1][C:5](=[O:4])[CH3:6])[CH2:42][N:43]3[C:47](=[O:48])[C:46]4([CH2:53][C:52]([CH3:55])([CH3:54])[N:51]([CH3:56])[C:50]([CH3:58])([CH3:57])[CH2:49]4)[NH:45][C:44]3=[O:59])=[CH:10][CH:9]=2)([CH3:13])[CH3:12])=[CH:15][CH:16]=1)(=[O:1])[CH3:3]. The product is C(C)(=O)OC(COC1=CC=C(C=C1)C(C)(C)C1=CC=C(C=C1)OCC(CN1C(NC2(C1=O)CC(N(C(C2)(C)C)C)(C)C)=O)OC(C)=O)CN2C(NC1(C2=O)CC(N(C(C1)(C)C)C)(C)C)=O (2,2-Bis{4-[2-acetoxy-3-(7,7,8,9,9-pentamethyl-2,4-dioxo-1,3,8-triazaspiro[4.5]dec-3-yl)propoxy]phenyl}propane). Procedure: A mixture of 4.0 g of 2,2-bis{4-[2-hydroxy-3-(7,7,8,9,9-pentamethyl-2,4-dioxo-1,3,8-triazaspiro[4.5]dec-3-yl)propoxy]phenyl}propane, obtained as described in Example 1, and 100 ml of acetic anhydride was heated at 120°-130° C. for 6 hours. The reaction mixture was then treated substantially as described in Example 13, to give the desired Compound No. 35 in the form of white crystals melting at 229°-237° C. Starting materials: OC(COC1=CC=C(C=C1)C(C)(C)C1=CC=C(C=C1)OCC(CN1C(NC2(C1=O)CC(N(C(C2)(C)C)C)(C)C)=O)O)CN2C(NC1(C2=O)CC(N(C(C1)(C)C)C)(C)C)=O (2,2-bis{4-[2-hydroxy-3-(7,7,8,9,9-pentamethyl-2,4-dioxo-1,3,8-triazaspiro[4.5]dec-3-yl)propoxy]phenyl}propane). The solvent is C(C)(=O)OC(C)=O (acetic anhydride). Reactants: FC1=CC=C(C=C1)S(CC(=O)N)(C)(C1=C(C=CC=C1)F)C1=CC=C(C=C1)F (2-[bis-(4-fluoro-phenyl)-(2-fluoro-phenyl)-methylsulfanyl]-acetamide), COC=1C=CC(=CC1)P2(=S)SP(=S)(S2)C=3C=CC(=CC3)OC (Lawesson's reagent). Solvent: [Cl-].[Na+].O (brine), C1(=CC=CC=C1)C (toluene). Reaction conditions: temperature 80 celsius, time 1.5 hour. Yields the product FC1=CC=C(C=C1)S(CC(=S)N)(C)(C1=C(C=CC=C1)F)C1=CC=C(C=C1)F (2-[Bis-(4-fluoro-phenyl)-(2-fluoro-phenyl)-methylsulfanyl]-thioacetamide). As a reaction SMILES: [F:1][C:2]1[CH:7]=[CH:6][C:5]([SH:8]([C:21]2[CH:26]=[CH:25][C:24]([F:27])=[CH:23][CH:22]=2)([C:14]2[CH:19]=[CH:18][CH:17]=[CH:16][C:15]=2[F:20])([CH3:13])[CH2:9][C:10]([NH2:12])=O)=[CH:4][CH:3]=1.COC1C=CC(P2(SP(C3C=CC(OC)=CC=3)(=S)S2)=[S:37])=CC=1>C1(C)C=CC=CC=1.[Cl-].[Na+].O>[F:1][C:2]1[CH:7]=[CH:6][C:5]([SH:8]([C:21]2[CH:26]=[CH:25][C:24]([F:27])=[CH:23][CH:22]=2)([C:14]2[CH:19]=[CH:18][CH:17]=[CH:16][C:15]=2[F:20])([CH3:13])[CH2:9][C:10]([NH2:12])=[S:37])=[CH:4][CH:3]=1 |f:3.4.5|. Procedure details: A solution of 2-[bis-(4-fluoro-phenyl)-(2-fluoro-phenyl)-methylsulfanyl]-acetamide (0.5 g) in toluene (20 ml) was treated with Lawesson's reagent (0.26 g) at room temperature under Argon and stirred for 1.5 hours at 80° C. After pouring into saturated brine the organics were extracted with dichloromethane (3×). Drying of the combined organic extracts (Na2SO4), filtration, concentration and flash-chromatography of the residue gave the title compound (42%; Isolated as an oil). The reactants are BrC1=C(C=C(C2=CC=CC=C12)OCCCCC)C(Br)Br (1-Bromo-2-dibromomethyl-4-pentyloxynaphthalene), C(C)(=O)[O-].[Na+] (sodium acetate). Solvent: C(C)(=O)O (acetic acid). Yields the product BrC1=C(C=C(C2=CC=CC=C12)OCCCCC)C=O (1-bromo4-pentyloxynaphthalene-2-carbaldehyde). The yield is 82.9%. Reaction SMILES: [Br:1][C:2]1[C:11]2[C:6](=[CH:7][CH:8]=[CH:9][CH:10]=2)[C:5]([O:12][CH2:13][CH2:14][CH2:15][CH2:16][CH3:17])=[CH:4][C:3]=1[CH:18](Br)Br.C([O-])(=[O:23])C.[Na+]>C(O)(=O)C>[Br:1][C:2]1[C:11]2[C:6](=[CH:7][CH:8]=[CH:9][CH:10]=2)[C:5]([O:12][CH2:13][CH2:14][CH2:15][CH2:16][CH3:17])=[CH:4][C:3]=1[CH:18]=[O:23] |f:1.2|. Procedure: 1-Bromo-2-dibromomethyl-4-pentyloxynaphthalene (1.13 g, 2.43 mmol), acetic acid (8 ml) and sodium acetate (0.8 g, 9.72 mmol) were mixed, and this solution was refluxed under heating for 4 hours. Acetic acid was evaporated under reduced pressure. Water (5 ml) was added, and the aqueous layer was extracted twice with ethyl acetate (20 ml). The organic layers were combined, washed with saturated brine (10 ml), a saturated aqueous sodium hydrogencarbonate solution (10 ml) and saturated brine (10 ml)... Procedure: The title compound was prepared from (2-Amino-5-bromo-phenyl)-phenyl-methanone [example A16] and 1,1,1-trifluoro-2,4-pentanedione according to the procedure of example 1, except that heptane/ethyl acetate (10:1) was used. Yield: 50%; MS: m/z=392/394 (M). As a reaction SMILES: [NH2:1][C:2]1[CH:7]=[CH:6][C:5]([Br:8])=[CH:4][C:3]=1[C:9]([C:11]1[CH:16]=[CH:15][CH:14]=[CH:13][CH:12]=1)=O.[F:17][C:18]([F:26])([F:25])[C:19](=[O:24])[CH2:20][C:21](=O)[CH3:22]>CCCCCCC.C(OCC)(=O)C>[Br:8][C:5]1[CH:4]=[C:3]2[C:2](=[CH:7][CH:6]=1)[N:1]=[C:21]([CH3:22])[C:20]([C:19](=[O:24])[C:18]([F:26])([F:25])[F:17])=[C:9]2[C:11]1[CH:16]=[CH:15][CH:14]=[CH:13][CH:12]=1 |f:2.3|. The yield is 50.0%. Yields the product BrC=1C=C2C(=C(C(=NC2=CC1)C)C(C(F)(F)F)=O)C1=CC=CC=C1 (1-(6-Bromo-2-methyl-4-phenyl-quinolin-3-yl)-2,2,2-trifluoro-ethanone). The reactants are NC1=C(C=C(C=C1)Br)C(=O)C1=CC=CC=C1 ((2-Amino-5-bromo-phenyl)-phenyl-methanone), FC(C(CC(C)=O)=O)(F)F (1,1,1-trifluoro-2,4-pentanedione), ( M ). Run in CCCCCCC.C(C)(=O)OCC (heptane ethyl acetate). Starting materials: ClC(=O)OCC1=CC=CC=C1 (benzyl chloroformate), FC(C(=O)N[C@H](C(=O)O)[C@@H](C=C)C)(F)F ((2S,3R)-2-trifluoroacetylamino-3-methyl-4-pentenoic acid), [OH-].[Na+] (sodium hydroxide), [OH-].[Na+] (sodium hydroxide), [OH-].[Na+] (sodium hydroxide). The solvent is O (water). Run at temperature 80 celsius, time 1.5 hour. The product is C(C1=CC=CC=C1)OC(=O)N[C@H](C(=O)O)[C@@H](C=C)C ((2S,3R)-2-benzyloxycarbonylamino-3-methyl-4-pentenoic acid). Isolated yield 76.7%. RXN SMILES: FC(F)(F)C([NH:5][C@@H:6]([C@H:10]([CH3:13])[CH:11]=[CH2:12])[C:7]([OH:9])=[O:8])=O.[OH-].[Na+].Cl[C:19]([O:21][CH2:22][C:23]1[CH:28]=[CH:27][CH:26]=[CH:25][CH:24]=1)=[O:20]>O>[CH2:22]([O:21][C:19]([NH:5][C@@H:6]([C@H:10]([CH3:13])[CH:11]=[CH2:12])[C:7]([OH:9])=[O:8])=[O:20])[C:23]1[CH:28]=[CH:27][CH:26]=[CH:25][CH:24]=1 |f:1.2|. Reported procedure: A mixture of 25.16 g (112 mmol) of (2S,3R)-2-trifluoroacetylamino-3-methyl-4-pentenoic acid and 112 mL of 2 N aqueous sodium hydroxide is stirred at 80° C. for 1.5 h. The mixture is then allowed to cool to 25° C. and is further chilled to 0° C. 2 N aqueous sodium hydroxide (112 mL) is added followed by dropwise addition of 18 mL (126 mmol) of benzyl chloroformate. After 45 min at 0° C. and 5 h at 25° C. the mixture is added to 150 mL of water and is treated with aqueous sodium hydroxide until an... Reactants: CC[SiH](CC)CC, ClCCl, Oc1ccc2c(c1)C(O)CC(c1cccc(F)c1)O2, O=C(O)C(F)(F)F. Product: Oc1ccc2c(c1)CCC(c1cccc(F)c1)O2. As a reaction SMILES: [CH2:1]([SiH:2]([CH2:3][CH3:4])[CH2:5][CH3:6])[CH3:7].[Cl:34][CH2:35][Cl:36].[F:8][c:9]1[cH:10][c:11]([CH:15]2[O:16][c:17]3[cH:18][cH:19][c:20]([OH:26])[cH:21][c:22]3[CH:23]([OH:25])[CH2:24]2)[cH:12][cH:13][cH:14]1.[OH:27][C:28]([C:29]([F:30])([F:31])[F:32])=[O:33]>>[F:8][c:9]1[cH:10][c:11]([CH:15]2[O:16][c:17]3[cH:18][cH:19][c:20]([OH:26])[cH:21][c:22]3[CH2:23][CH2:24]2)[cH:12][cH:13][cH:14]1.